This data is from the Open Reaction Database (ORD), a public repository of structured organic reaction records. The task is: describe an organic reaction: reactants, conditions, products, and yield Starting materials: CO, COC=O, [N-]=[N+]=[N-], [Na+], O, c1ccc(-c2ccc(OCC3CO3)cc2)cc1. Yields the product [N-]=[N+]=NCC(O)COc1ccc(-c2ccccc2)cc1. RXN SMILES: [CH3:26][OH:27].[CH:22]([O:23][CH3:24])=[O:25].[N-:19]=[N+:20]=[N-:21].[Na+:18].[OH2:28].[c:1]1(-[c:7]2[cH:8][cH:9][c:10]([O:11][CH2:12][CH:13]3[O:14][CH2:15]3)[cH:16][cH:17]2)[cH:2][cH:3][cH:4][cH:5][cH:6]1>>[c:1]1(-[c:7]2[cH:8][cH:9][c:10]([O:11][CH2:12][CH:13]([OH:14])[CH2:15][N:19]=[N+:20]=[N-:21])[cH:16][cH:17]2)[cH:2][cH:3][cH:4][cH:5][cH:6]1. The reactants are CC(O)C(N)C(=O)O, Cc1ccccc1, O, O, OCc1ccccc1, Cc1ccc(S(=O)(=O)O)cc1. Yields the product CC(O)C(N)C(=O)OCc1ccccc1. RXN SMILES: [CH3:1][CH:2]([OH:3])[CH:4]([NH2:5])[C:6]([OH:7])=[O:8].[CH3:30][c:31]1[cH:32][cH:33][cH:34][cH:35][cH:36]1.[OH2:17].[OH2:29].[OH:9][CH2:10][c:11]1[cH:12][cH:13][cH:14][cH:15][cH:16]1.[c:18]1([CH3:19])[cH:20][cH:21][c:22]([S:23]([OH:24])(=[O:25])=[O:26])[cH:27][cH:28]1>>[CH3:1][CH:2]([OH:3])[CH:4]([NH2:5])[C:6]([O:7][CH2:10][c:11]1[cH:12][cH:13][cH:14][cH:15][cH:16]1)=[O:8]. Reactants: (E)-3-Formyl-2-buten 1-diphosphate triammonium salt, [Cl-].COC(C(=CCCl)C)OC (4-chloro-2-methyl-2-buten-1-al-dimethyl-acetal chloride), OP([O-])(=O)OP(=O)([O-])[O-].C(CCC)[N+](CCCC)(CCCC)CCCC.C(CCC)[N+](CCCC)(CCCC)CCCC.C(CCC)[N+](CCCC)(CCCC)CCCC (tris(tetra-n-butylammonium) hydrogen pyrophosphate). The solvent is CC#N (MeCN), CC#N (MeCN). Reaction conditions: time 2 hour. The product is COC(C(=CCCl)C)OC (4-Chloro-2-methyl-2-buten-1-al-dimethyl-acetal). RXN SMILES: [Cl-].[CH3:2][O:3][CH:4]([O:10][CH3:11])[C:5]([CH3:9])=[CH:6][CH2:7][Cl:8].OP(OP([O-])([O-])=O)(=O)[O-].C([N+](CCCC)(CCCC)CCCC)CCC.C([N+](CCCC)(CCCC)CCCC)CCC.C([N+](CCCC)(CCCC)CCCC)CCC>CC#N>[CH3:2][O:3][CH:4]([O:10][CH3:11])[C:5]([CH3:9])=[CH:6][CH2:7][Cl:8] |f:0.1,2.3.4.5|. Procedure: (E)-3-Formyl-2-buten-1-diphosphate triammonium salt (Davisson et al. (1986) J. Org. Chem., 51, 4768) To a solution of 4-chloro-2-methyl-2-buten-1-al-dimethyl-acetal chloride (25 mg, 0.15 mmol) in 250 μl of MeCN a solution of 0.162 g (0.18 mmol) of tris(tetra-n-butylammonium) hydrogen pyrophosphate in 400 μL of MeCN was added slowly at room temperature, leading to an orange-red solution. After 2 h the reaction was finished and the solvent was removed under reduced pressure. The orange oil was dis... Starting materials: O=C(Cl)c1c(F)cccc1Cl, NNc1ccccc1C(F)(F)F, O, c1ccncc1. The product is NN(C(=O)c1c(F)cccc1Cl)c1ccccc1C(F)(F)F. As a reaction SMILES: [Cl:1][c:2]1[c:3]([C:4](=[O:5])[Cl:6])[c:7]([F:11])[cH:8][cH:9][cH:10]1.[F:12][C:13]([c:14]1[c:15]([NH:20][NH2:21])[cH:16][cH:17][cH:18][cH:19]1)([F:22])[F:23].[OH2:24].[cH:25]1[cH:26][cH:27][n:28][cH:29][cH:30]1>>[Cl:1][c:2]1[c:3]([C:4](=[O:5])[N:20]([c:15]2[c:14]([C:13]([F:12])([F:22])[F:23])[cH:19][cH:18][cH:17][cH:16]2)[NH2:21])[c:7]([F:11])[cH:8][cH:9][cH:10]1. Reactants: CO, O=[N+]([O-])c1cc(Oc2ccccc2)ccc1O, O. Product: Nc1cc(Oc2ccccc2)ccc1O. As a reaction SMILES: [CH3:19][OH:20].[N+:2]([O-:3])(=[O:4])[c:5]1[c:6]([OH:18])[cH:7][cH:8][c:9]([O:11][c:12]2[cH:13][cH:14][cH:15][cH:16][cH:17]2)[cH:10]1.[OH2:1]>>[NH2:2][c:5]1[c:6]([OH:18])[cH:7][cH:8][c:9]([O:11][c:12]2[cH:13][cH:14][cH:15][cH:16][cH:17]2)[cH:10]1. The reactants are CO (MeOH), N1C=CC2=C(C=CC=C12)C=1C=C(C=2C=NN(C2C1)C)N (6-(1H-Indol-4-yl)-1-methyl-1H-indazol-4-amine), Cl.N1=C(C=CC=C1)C(=O)Cl (2-Pyridinecarbonyl chloride hydrochloride), CCN(C(C)C)C(C)C (DIPEA). Run in C(Cl)Cl (DCM). Conditions: time 5 hour. Yields the product N1C=CC2=C(C=CC=C12)C1=CC(=C2C=NN(C2=C1)C)NC(=O)C1=NC=CC=C1 (N-[6-(1H-Indol-4-yl)-1-methyl-1H-indazol-4-yl]-2-pyridinecarboxamide). The yield is 23.2%. Reaction SMILES: [NH:1]1[C:9]2[C:4](=[C:5]([C:10]3[CH:11]=[C:12]([NH2:20])[C:13]4[CH:14]=[N:15][N:16]([CH3:19])[C:17]=4[CH:18]=3)[CH:6]=[CH:7][CH:8]=2)[CH:3]=[CH:2]1.CCN(C(C)C)C(C)C.Cl.[N:31]1[CH:36]=[CH:35][CH:34]=[CH:33][C:32]=1[C:37](Cl)=[O:38].CO>C(Cl)Cl>[NH:1]1[C:9]2[C:4](=[C:5]([C:10]3[CH:18]=[C:17]4[C:13]([CH:14]=[N:15][N:16]4[CH3:19])=[C:12]([NH:20][C:37]([C:32]4[CH:33]=[CH:34][CH:35]=[CH:36][N:31]=4)=[O:38])[CH:11]=3)[CH:6]=[CH:7][CH:8]=2)[CH:3]=[CH:2]1 |f:2.3|. Procedure details: 6-(1H-Indol-4-yl)-1-methyl-1H-indazol-4-amine (70 mg, 0.27 mmol) was dissolved in DCM (3 ml) and treated with DIPEA (0.145 ml). 2-Pyridinecarbonyl chloride hydrochloride (59.5 mg, 0.34 mmol) was added and the reaction was stirred for 5 h. MeOH (2 ml) was added and the reaction stirred overnight. The solvent was evaporated and the residue was treated with DCM/Methanol (1:1, 2 ml) then evaporated to dryness. The product was dissolved in DMSO (2 ml) and purified by Mass Directed Automated Preparati...